This data is from the Open Reaction Database (ORD), a public repository of structured organic reaction records. The task is: describe an organic reaction: reactants, conditions, products, and yield Starting materials: CC(=O)OC1CC(n2cc(I)c3c(CCc4ccccc4)ncnc32)OC1CO[Si](C)(C)C(C)(C)C, C#C[Si](C)(C)C, CCOC(C)=O, CCN(C(C)C)C(C)C, [Cu]I, CN(C)C=O, Cl[Pd]Cl, c1ccc(P(c2ccccc2)c2ccccc2)cc1, c1ccc(P(c2ccccc2)c2ccccc2)cc1. Yields the product CC(=O)OC1CC(n2cc(C#C[Si](C)(C)C)c3c(CCc4ccccc4)ncnc32)OC1CO[Si](C)(C)C(C)(C)C. RXN SMILES: [C:1]([CH3:2])(=[O:3])[O:4][CH:5]1[CH:6]([CH2:28][O:29][Si:30]([CH3:31])([CH3:32])[C:33]([CH3:34])([CH3:35])[CH3:36])[O:7][CH:8]([n:10]2[cH:11][c:12]([I:27])[c:13]3[c:14]2[n:15][cH:16][n:17][c:18]3[CH2:19][CH2:20][c:21]2[cH:22][cH:23][cH:24][cH:25][cH:26]2)[CH2:9]1.[C:46](#[CH:47])[Si:48]([CH3:49])([CH3:50])[CH3:51].[CH3:57][CH2:58][O:59][C:60]([CH3:61])=[O:62].[CH:37]([N:38]([CH2:39][CH3:40])[CH:41]([CH3:42])[CH3:43])([CH3:44])[CH3:45].[Cu:63][I:64].[O:52]=[CH:53][N:54]([CH3:55])[CH3:56].[Pd:65]([Cl:66])[Cl:67].[c:68]1([P:69]([c:70]2[cH:71][cH:72][cH:73][cH:74][cH:75]2)[c:76]2[cH:77][cH:78][cH:79][cH:80][cH:81]2)[cH:82][cH:83][cH:84][cH:85][cH:86]1.[c:87]1([P:88]([c:89]2[cH:90][cH:91][cH:92][cH:93][cH:94]2)[c:95]2[cH:96][cH:97][cH:98][cH:99][cH:100]2)[cH:101][cH:102][cH:103][cH:104][cH:105]1>>[C:1]([CH3:2])(=[O:3])[O:4][CH:5]1[CH:6]([CH2:28][O:29][Si:30]([CH3:31])([CH3:32])[C:33]([CH3:34])([CH3:35])[CH3:36])[O:7][CH:8]([n:10]2[cH:11][c:12]([C:47]#[C:46][Si:48]([CH3:49])([CH3:50])[CH3:51])[c:13]3[c:14]2[n:15][cH:16][n:17][c:18]3[CH2:19][CH2:20][c:21]2[cH:22][cH:23][cH:24][cH:25][cH:26]2)[CH2:9]1. Starting materials: CCOC(C)=O, O=C(O)C=C1CC2(CCC2)Oc2ccc(Cl)cc21, [H][H]. Product: O=C(O)CC1CC2(CCC2)Oc2ccc(Cl)cc21. Reaction SMILES: [CH3:21][CH2:22][O:23][C:24](=[O:25])[CH3:26].[Cl:1][c:2]1[cH:3][c:4]2[c:9]([cH:10][cH:11]1)[O:8][C:7]1([CH2:6][C:5]2=[CH:15][C:16](=[O:17])[OH:18])[CH2:12][CH2:13][CH2:14]1.[H:19][H:20]>>[Cl:1][c:2]1[cH:3][c:4]2[c:9]([cH:10][cH:11]1)[O:8][C:7]1([CH2:6][CH:5]2[CH2:15][C:16](=[O:17])[OH:18])[CH2:12][CH2:13][CH2:14]1. Reactants: C(C)(C)(C)OC(CCCCCCCCCCCCCCC(=O)O)=O (Hexadecanedioic acid mono-tert-butyl ester), [B-](F)(F)(F)F.CN(C)C(=[N+](C)C)ON1C(=O)CCC1=O (TSTU), N([C@@H](CCCCN)C(=O)O)C(=O)OC(C)(C)C (Boc-Lys-OH). Solvent: CN(C)C=O (DMF). The product is C(C)(C)(C)OC(CCCCCCCCCCCCCCC(NCCCC[C@@H](C(=O)O)NC(=O)OC(C)(C)C)=O)=O (15-((S)-5-tert-Butoxycarbonylamino-5-carboxypentylcarbamoyl)pentadecanoic acid tert-butyl ester). RXN SMILES: [C:1]([O:5][C:6](=[O:24])[CH2:7][CH2:8][CH2:9][CH2:10][CH2:11][CH2:12][CH2:13][CH2:14][CH2:15][CH2:16][CH2:17][CH2:18][CH2:19][CH2:20][C:21]([OH:23])=O)([CH3:4])([CH3:3])[CH3:2].[B-](F)(F)(F)F.CN(C(ON1C(=O)CCC1=O)=[N+](C)C)C.[NH:45]([C:55]([O:57][C:58]([CH3:61])([CH3:60])[CH3:59])=[O:56])[C@H:46]([C:52]([OH:54])=[O:53])[CH2:47][CH2:48][CH2:49][CH2:50][NH2:51]>CN(C=O)C>[C:1]([O:5][C:6](=[O:24])[CH2:7][CH2:8][CH2:9][CH2:10][CH2:11][CH2:12][CH2:13][CH2:14][CH2:15][CH2:16][CH2:17][CH2:18][CH2:19][CH2:20][C:21](=[O:23])[NH:51][CH2:50][CH2:49][CH2:48][CH2:47][C@H:46]([NH:45][C:55]([O:57][C:58]([CH3:61])([CH3:60])[CH3:59])=[O:56])[C:52]([OH:54])=[O:53])([CH3:2])([CH3:3])[CH3:4] |f:1.2|. Procedure details: Hexadecanedioic acid mono-tert-butyl ester can be activated with TSTU in similar fashion to the method described in Example 1, Step 6. The product can be reacted with Boc-Lys-OH in DMF at RT for 16 h. After concentrating under vacuum, AcOEt can be added the residue and the mixture can be washed with 0.2 N HCl. The organic phase is then dried over MgSO4 and concentrated under vacuum to yield the crude product, 15-((S)-5-tert-Butoxycarbonylamino-5-carboxypentylcarbamoyl)pentadecanoic acid tert-but... Reactants: C1(=CC=CC=C1)B(O)O (Phenyl boronic acid), [1,1′-bis(diphenylphosphino)ferrocine]dichloropalladium (II), C([O-])([O-])=O.[Cs+].[Cs+] (caesium carbonate), BrC1=CC(=CS1)C(=O)O (5-Bromo-thiophene-3-carboxylic acid). Solvent: C(OC)COC (dimethoxyethane), C(C)O (ethanol). Product: C1(=CC=CC=C1)C1=CC(=CS1)C(=O)O (5-Phenyl-thiophene-3-carboxylic acid). Reaction SMILES: Br[C:2]1[S:6][CH:5]=[C:4]([C:7]([OH:9])=[O:8])[CH:3]=1.[C:10]1(B(O)O)[CH:15]=[CH:14][CH:13]=[CH:12][CH:11]=1.C(=O)([O-])[O-].[Cs+].[Cs+]>C(COC)OC.C(O)C>[C:10]1([C:2]2[S:6][CH:5]=[C:4]([C:7]([OH:9])=[O:8])[CH:3]=2)[CH:15]=[CH:14][CH:13]=[CH:12][CH:11]=1 |f:2.3.4|. Procedure details: 5-Bromo-thiophene-3-carboxylic acid (2.07 g, 10 mmol) was dissolved in dimethoxyethane (15 mL) and ethanol (15 mL). Phenyl boronic acid (14 mmol), [1,1′-bis(diphenylphosphino)ferrocine]dichloropalladium (II) (0.5 mmol) and caesium carbonate (14 mmol) were added and the reaction mixture refluxed under nitrogen overnight. The solvent was evaporated under vacuum, and the residue dissolved in ethyl acetate. The organic solution was washed with 1 N hydrochloric acid, dried over magnesium sulfate, fil... The reactants are BrC(C(=O)OCC)C (ethyl 2-bromopropionate), [Na] (sodium), CS(=O)C (dimethylsulfoxide), OC1=NN(C=N1)C1=CC(=CC=C1)C(F)(F)F (3-hydroxy-1-(3-trifluoromethylphenyl)-1,2,4-1H-triazole), ice water. The solvent is CO (methanol). Conditions: time 90 minute. Yields the product C(C)OC(=O)C(C)OC1=NN(C=N1)C1=CC(=CC=C1)C(F)(F)F (3-(1-ethoxycarbonylethoxy)-1-(3-trifluoromethylphenyl)-1,2,4-1H-triazole). Yield: 84.1%. RXN SMILES: [Na].CS(C)=O.[OH:6][C:7]1[N:11]=[CH:10][N:9]([C:12]2[CH:17]=[CH:16][CH:15]=[C:14]([C:18]([F:21])([F:20])[F:19])[CH:13]=2)[N:8]=1.Br[CH:23]([CH3:29])[C:24]([O:26][CH2:27][CH3:28])=[O:25]>CO>[CH2:27]([O:26][C:24]([CH:23]([O:6][C:7]1[N:11]=[CH:10][N:9]([C:12]2[CH:17]=[CH:16][CH:15]=[C:14]([C:18]([F:21])([F:19])[F:20])[CH:13]=2)[N:8]=1)[CH3:29])=[O:25])[CH3:28] |^1:0|. Reported procedure: A 1.7 g portion of sodium was dissolved in 30 ml of methanol, and the solution was added to 150 ml of dimethylsulfoxide. To it was added 17 g of 3-hydroxy-1-(3-trifluoromethylphenyl)-1,2,4-1H-triazole, and the solution was heated on the steam bath for 90 minutes. To it was then added 13.4 g of ethyl 2-bromopropionate, and heating was continued for 90 minutes more. The mixture was then cooled and poured over ice-water. The solid was collected, dried and recrystallized from ethanol to obtain 20.5 ... Reactants: CC(=O)O, [K+], [K+], O, O=S(=O)([O-])OOS(=O)(=O)[O-], O=C1C(CCSc2ccccc2)C(=O)N(c2ccccc2)N1c1ccccc1. Yields the product O=C1C(CCS(=O)c2ccccc2)C(=O)N(c2ccccc2)N1c1ccccc1. As a reaction SMILES: [CH3:42][C:43](=[O:44])[OH:45].[K+:39].[K+:40].[OH2:41].[S:29](=[O:30])([O:31][O:32][S:33]([O-:34])(=[O:35])=[O:36])([O-:37])=[O:38].[c:1]1([N:7]2[N:8]([c:23]3[cH:24][cH:25][cH:26][cH:27][cH:28]3)[C:9](=[O:22])[CH:10]([CH2:13][CH2:14][S:15][c:16]3[cH:17][cH:18][cH:19][cH:20][cH:21]3)[C:11]2=[O:12])[cH:2][cH:3][cH:4][cH:5][cH:6]1>>[c:1]1([N:7]2[N:8]([c:23]3[cH:24][cH:25][cH:26][cH:27][cH:28]3)[C:9](=[O:22])[CH:10]([CH2:13][CH2:14][S:15]([c:16]3[cH:17][cH:18][cH:19][cH:20][cH:21]3)=[O:30])[C:11]2=[O:12])[cH:2][cH:3][cH:4][cH:5][cH:6]1.